This data is from the Open Reaction Database (ORD), a public repository of structured organic reaction records. The task is: describe an organic reaction: reactants, conditions, products, and yield Reactants: [PH3]=O (phosphine oxide), OC(CCP(C1=CC=CC=C1)(C1=CC=CC=C1)=O)(C)C (3-Hydroxy-3-methylbut-1-yl-diphenylphosphine oxide), C1(=CC=C(C=C1)S(=O)(=O)O)C (p-Toluenesulphonic acid). The solvent is C1=CC=CC=C1 (benzene). Reaction conditions: time 20 hour. Product: O1C(CCCC1)OC(CCP(C1=CC=CC=C1)(C1=CC=CC=C1)=O)(C)C (3-tetrahydropyranyloxy-3-methylbut-1-yl-diphenylphoshine oxide). RXN SMILES: [PH3]=[O:2].[OH:3][C:4]([CH3:22])([CH3:21])[CH2:5][CH2:6][P:7](=[O:20])([C:14]1[CH:19]=[CH:18][CH:17]=[CH:16][CH:15]=1)[C:8]1[CH:13]=[CH:12][CH:11]=[CH:10][CH:9]=1.[C:23]1(C)C=[CH:27][C:26](S(O)(=O)=O)=[CH:25][CH:24]=1>C1C=CC=CC=1>[O:2]1[CH2:27][CH2:26][CH2:25][CH2:24][CH:23]1[O:3][C:4]([CH3:22])([CH3:21])[CH2:5][CH2:6][P:7](=[O:20])([C:8]1[CH:13]=[CH:12][CH:11]=[CH:10][CH:9]=1)[C:14]1[CH:19]=[CH:18][CH:17]=[CH:16][CH:15]=1. Procedure: The phosphine oxide from (f) above (1.4 g) was dissolved in dihydripyran (20 ml) and benzene (5 ml). p-Toluenesulphonic acid (10 mg) was added. After 20 hr, the mixture was concentrated, added to CH2Cl2 and washed with 5% aqueous NaHCO3 /brine and dried. Evaporation of the solvent gave the crude product (1.8 g) essentially quantitatively as a solid. Recrystallised from acetone. m.p. 146°-148° C.; 1Hnmr δ 8.0-7.3 (m, 10 H, aryl), 4.67 (m, W=6 Hz, THP, C-2'H), 3.67 (m, W=36 Hz, THP, C-6'H2), 1.23 ... Starting materials: C1COCCN1, CO, CC(=O)NCC1CN(c2ccc(N3CCC4(CC3)CO4)c(F)c2)C(=O)O1. The product is CC(=O)NCC1CN(c2ccc(N3CCC(O)(CN4CCOCC4)CC3)c(F)c2)C(=O)O1. As a reaction SMILES: [CH2:27]1[CH2:28][O:29][CH2:30][CH2:31][NH:32]1.[CH3:33][OH:34].[O:1]1[CH2:2][C:3]12[CH2:4][CH2:5][N:6]([c:9]1[c:10]([F:26])[cH:11][c:12]([N:15]3[C:16](=[O:25])[O:17][CH:18]([CH2:20][NH:21][C:22]([CH3:23])=[O:24])[CH2:19]3)[cH:13][cH:14]1)[CH2:7][CH2:8]2>>[OH:1][C:3]1([CH2:2][N:32]2[CH2:27][CH2:28][O:29][CH2:30][CH2:31]2)[CH2:4][CH2:5][N:6]([c:9]2[c:10]([F:26])[cH:11][c:12]([N:15]3[C:16](=[O:25])[O:17][CH:18]([CH2:20][NH:21][C:22]([CH3:23])=[O:24])[CH2:19]3)[cH:13][cH:14]2)[CH2:7][CH2:8]1. Starting materials: CC(C)(C)Oc1ccc(OCCBr)cc1, [H-], [Na+], CN(C)C=O, On1cccn1. Product: CC(C)(C)Oc1ccc(OCCOn2cccn2)cc1. Reaction SMILES: [CH3:9][C:10]([CH3:11])([O:12][c:13]1[cH:14][cH:15][c:16]([O:17][CH2:18][CH2:19][Br:20])[cH:21][cH:22]1)[CH3:23].[H-:8].[Na+:7].[O:24]=[CH:25][N:26]([CH3:27])[CH3:28].[OH:1][n:2]1[n:3][cH:4][cH:5][cH:6]1>>[O:1]([n:2]1[n:3][cH:4][cH:5][cH:6]1)[CH2:19][CH2:18][O:17][c:16]1[cH:15][cH:14][c:13]([O:12][C:10]([CH3:9])([CH3:11])[CH3:23])[cH:22][cH:21]1. Starting materials: N#CCO, CC(C)(C)OC(=O)NCCN, CCO. The product is CC(C)(C)OC(=O)NCCNCC#N. Reaction SMILES: [C:1]([CH2:2][OH:3])#[N:4].[C:5]([CH3:6])([CH3:7])([CH3:8])[O:9][C:10]([NH:11][CH2:12][CH2:13][NH2:14])=[O:15].[CH3:16][CH2:17][OH:18]>>[C:1]([CH2:2][NH:14][CH2:13][CH2:12][NH:11][C:10]([O:9][C:5]([CH3:6])([CH3:7])[CH3:8])=[O:15])#[N:4]. The reactants are C1CCOC1, O=C1NC(=O)c2ccccc21, O, c1ccc(P(c2ccccc2)c2ccccc2)cc1, OC1CCC(n2cccn2)C1. Yields the product O=C1c2ccccc2C(=O)N1C1CCC(n2cccn2)C1. Reaction SMILES: [CH2:43]1[O:44][CH2:45][CH2:46][CH2:47]1.[O:12]=[C:13]1[NH:14][C:15](=[O:16])[c:17]2[cH:18][cH:19][cH:20][cH:21][c:22]21.[OH2:42].[c:23]1([P:24]([c:25]2[cH:26][cH:27][cH:28][cH:29][cH:30]2)[c:31]2[cH:32][cH:33][cH:34][cH:35][cH:36]2)[cH:37][cH:38][cH:39][cH:40][cH:41]1.[n:1]1([CH:6]2[CH2:7][CH:8]([OH:11])[CH2:9][CH2:10]2)[n:2][cH:3][cH:4][cH:5]1>>[n:1]1([CH:6]2[CH2:7][CH:8]([N:14]3[C:13](=[O:12])[c:22]4[c:17]([cH:18][cH:19][cH:20][cH:21]4)[C:15]3=[O:16])[CH2:9][CH2:10]2)[n:2][cH:3][cH:4][cH:5]1. Starting materials: CC(C)(C)OC(=O)N1CCC(n2nc(C(N)=O)c3ccc4cnc(S(C)(=O)=O)nc4c32)CC1, C1CCNC1, C1CCOC1. The product is CC(C)(C)OC(=O)N1CCC(n2nc(C(N)=O)c3ccc4cnc(N5CCCC5)nc4c32)CC1. As a reaction SMILES: [C:1]([NH2:2])(=[O:3])[c:4]1[n:5][n:6]([CH:21]2[CH2:22][CH2:23][N:24]([C:27](=[O:28])[O:29][C:30]([CH3:31])([CH3:32])[CH3:33])[CH2:25][CH2:26]2)[c:7]2[c:8]1[cH:9][cH:10][c:11]1[cH:12][n:13][c:14]([S:17]([CH3:18])(=[O:19])=[O:20])[n:15][c:16]21.[CH2:34]1[CH2:35][CH2:36][NH:37][CH2:38]1.[CH2:39]1[O:40][CH2:41][CH2:42][CH2:43]1>>[C:1]([NH2:2])(=[O:3])[c:4]1[n:5][n:6]([CH:21]2[CH2:22][CH2:23][N:24]([C:27](=[O:28])[O:29][C:30]([CH3:31])([CH3:32])[CH3:33])[CH2:25][CH2:26]2)[c:7]2[c:8]1[cH:9][cH:10][c:11]1[cH:12][n:13][c:14]([N:37]3[CH2:36][CH2:35][CH2:34][CH2:38]3)[n:15][c:16]21.